The task is: describe an organic reaction: reactants, conditions, products, and yield. This data is from the Open Reaction Database (ORD), a public repository of structured organic reaction records. Starting materials: CCc1cc2ccccc2[nH]1, [Na+], CN(C)C=O, [OH-], O, O=P(Cl)(Cl)Cl. Yields the product CCc1[nH]c2ccccc2c1C=O. As a reaction SMILES: [CH2:1]([CH3:2])[c:3]1[nH:4][c:5]2[cH:6][cH:7][cH:8][cH:9][c:10]2[cH:11]1.[Na+:19].[O:20]=[CH:21][N:22]([CH3:23])[CH3:24].[OH-:18].[OH2:17].[P:12]([Cl:13])([Cl:14])([Cl:15])=[O:16]>>[CH2:1]([CH3:2])[c:3]1[nH:4][c:5]2[cH:6][cH:7][cH:8][cH:9][c:10]2[c:11]1[CH:21]=[O:20].